Dataset: the Open Reaction Database (ORD), a public repository of structured organic reaction records. Task: describe an organic reaction: reactants, conditions, products, and yield The reactants are CC(O)CC(C)(C)C, [Cl-], Clc1cc(Cl)ncn1, [H-], [NH4+], [Na+], C1CCOC1. The product is CC(CC(C)(C)C)Oc1cc(Cl)ncn1. As a reaction SMILES: [CH3:3][C:4]([CH2:5][CH:6]([CH3:7])[OH:8])([CH3:9])[CH3:10].[Cl-:19].[Cl:11][c:12]1[n:13][cH:14][n:15][c:16]([Cl:18])[cH:17]1.[H-:1].[NH4+:20].[Na+:2].[O:21]1[CH2:22][CH2:23][CH2:24][CH2:25]1>>[CH3:3][C:4]([CH2:5][CH:6]([CH3:7])[O:8][c:16]1[n:15][cH:14][n:13][c:12]([Cl:11])[cH:17]1)([CH3:9])[CH3:10]. Starting materials: CC(Cl)c1cccnc1, OC2=C(C=CC(Cl)=C2)C. The reagents and catalysts are O=C([O-])[O-].[Cs+].[Cs+] (cesium carbonate), [I-].[K+] (potassium iodide). The solvent is CN(C)C=O (DMF), CN(C)C=O (dmf), CN(C)C=O (DMF). Reaction conditions: temperature 70 celsius, time 16 hour. Yields the product ClC3=CC(OC(C)C4=CC=CN=C4)=C(C=C3)C. The reactants are CNC(NC1=CC=2C(C3=C(NC(C=4N3C=CN4)=O)C2C=C1)CC(=O)OC)=O (methyl [8-(3-methylureido)-4,5-dihydro-4-oxo-10H-imidazo[1,2-a]indeno[1,2-e]pyrazin-10-yl]acetate), Cl (hydrochloric acid). The solvent is O1CCOCC1 (dioxane). Conditions: temperature 40 celsius. Yields the product Cl.CNC(NC1=CC=2C(C3=C(NC(C=4N3C=CN4)=O)C2C=C1)CC(=O)O)=O ((+)-[8-(3-methylureido)-4,5-dihydro-4-oxo-10H-imidazo[1,2-a]indeno[1,2-e]pyrazin-10-yl)acetic acid hydrochloride). RXN SMILES: [CH3:1][NH:2][C:3](=[O:27])[NH:4][C:5]1[CH:21]=[CH:20][C:19]2[C:10]3[NH:11][C:12](=[O:18])[C:13]4[N:14]([CH:15]=[CH:16][N:17]=4)[C:9]=3[CH:8]([CH2:22][C:23]([O:25]C)=[O:24])[C:7]=2[CH:6]=1.[ClH:28]>O1CCOCC1>[ClH:28].[CH3:1][NH:2][C:3](=[O:27])[NH:4][C:5]1[CH:21]=[CH:20][C:19]2[C:10]3[NH:11][C:12](=[O:18])[C:13]4[N:14]([CH:15]=[CH:16][N:17]=4)[C:9]=3[CH:8]([CH2:22][C:23]([OH:25])=[O:24])[C:7]=2[CH:6]=1 |f:3.4|. Procedure: A mixture of 1.4 g of enantiomer A which is methyl [8-(3-methylureido)-4,5-dihydro-4-oxo-10H-imidazo[1,2-a]indeno[1,2-e]pyrazin-10-yl]acetate, 13 ml of 8N hydrochloric acid and 65 ml of dioxane is heated at a temperature in the region of 40° C. for 33 hours. The reaction mixture is filtered and the solid is washed with ethyl ether and dried under vacuum (1 mmHg; 0.13 kPa). 0.9 g of (+)-[8-(3-methylureido)-4,5-dihydro-4-oxo-10H-imidazo[1,2-a]indeno[1,2-e]pyrazin-10-yl)acetic acid hydrochloride is... Reactants: FC1=C(C=CC=C1)C(CC#N)O (3-(2-fluoro-phenyl)-3-hydroxy-propionitrile), FC1=C(C=CC=C1)C(C)=O (1-(2-fluoro-phenyl)-ethanone). Yields the product FC1=C(C=CC=C1)C(CC#N)(C)O (3-(2-Fluoro-phenyl)-3-hydroxy-butyronitrile). As a reaction SMILES: [F:1][C:2]1[CH:7]=[CH:6][CH:5]=[CH:4][C:3]=1[CH:8]([OH:12])[CH2:9][C:10]#[N:11].F[C:14]1C=CC=CC=1C(=O)C>>[F:1][C:2]1[CH:7]=[CH:6][CH:5]=[CH:4][C:3]=1[C:8]([OH:12])([CH3:14])[CH2:9][C:10]#[N:11]. Reported procedure: 3-(2-Fluoro-phenyl)-3-hydroxy-butyronitrile was prepared by the same procedure of 3-(2-fluoro-phenyl)-3-hydroxy-propionitrile from 1-(2-fluoro-phenyl)-ethanone in example 6. Reactants: Oc1cc2cc(Cl)ccc2cn1, O=S(=O)(Oc1cc2cc(F)ccc2cn1)C(F)(F)F. Yields the product O=S(=O)(Oc1cc2cc(Cl)ccc2cn1)C(F)(F)F. Reaction SMILES: [Cl:20][c:21]1[cH:22][c:23]2[c:24]([cH:25][cH:26]1)[cH:27][n:28][c:29]([OH:30])[cH:31]2.[F:1][c:2]1[cH:3][c:4]2[cH:5][c:6]([O:12][S:13](=[O:14])(=[O:15])[C:16]([F:17])([F:18])[F:19])[n:7][cH:8][c:9]2[cH:10][cH:11]1>>[c:2]1([Cl:20])[cH:3][c:4]2[cH:5][c:6]([O:12][S:13](=[O:14])(=[O:15])[C:16]([F:17])([F:18])[F:19])[n:7][cH:8][c:9]2[cH:10][cH:11]1. Starting materials: Cl.FC1=C(C=CC=C1F)CSC1=NC(=CC(=N1)NS(=O)(=O)N1CCNCC1)OC (N-[2-[[(2,3-Difluorophenyl)methyl]thio]-6-methoxypyrimidin-4-yl]piperazine-1-sulfonamide, hydrochloride salt), Cl.FC1=C(C=CC=C1F)CSC1=NC(=CC(=N1)NS(=O)(=O)N1CCNCC1)OC (N-[2-[[(2,3-Difluorophenyl)methyl]thio]-6-methoxypyrimidin-4-yl]piperazine-1-sulfonamide, hydrochloride salt), CN1CCOCC1 (N-methylmorpholine), C(C)(C)(C)OC(=O)NCC(=O)O (N-(tert-butoxycarbonyl)glycine), O.ON1N=NC2=C1C=CC=C2 (1-hydroxybenzotriazole hydrate). The solvent is CN(C)C=O (DMF), CN(C)C=O (DMF). Reaction conditions: time 1 hour. The product is FC1=C(CSC2=NC(=CC(=N2)NS(=O)(=O)N2CCN(CC2)C(CNC(OC(C)(C)C)=O)=O)OC)C=CC=C1F (tert-Butyl (2-{4-[({2-[(2,3-difluorobenzyl)thio]-6-methoxypyrimidin-4-yl}amino)sulfonyl]piperazin-1-yl}-2-oxoethyl)carbamate). As a reaction SMILES: [C:1]([O:5][C:6]([NH:8][CH2:9][C:10]([OH:12])=O)=[O:7])([CH3:4])([CH3:3])[CH3:2].O.ON1C2C=CC=CC=2N=N1.Cl.[F:25][C:26]1[C:31]([F:32])=[CH:30][CH:29]=[CH:28][C:27]=1[CH2:33][S:34][C:35]1[N:40]=[C:39]([NH:41][S:42]([N:45]2[CH2:50][CH2:49][NH:48][CH2:47][CH2:46]2)(=[O:44])=[O:43])[CH:38]=[C:37]([O:51][CH3:52])[N:36]=1.CN1CCOCC1>CN(C=O)C>[F:25][C:26]1[C:31]([F:32])=[CH:30][CH:29]=[CH:28][C:27]=1[CH2:33][S:34][C:35]1[N:40]=[C:39]([NH:41][S:42]([N:45]2[CH2:46][CH2:47][N:48]([C:10](=[O:12])[CH2:9][NH:8][C:6](=[O:7])[O:5][C:1]([CH3:2])([CH3:3])[CH3:4])[CH2:49][CH2:50]2)(=[O:43])=[O:44])[CH:38]=[C:37]([O:51][CH3:52])[N:36]=1 |f:1.2,3.4|. Procedure: To a solution of N-(tert-butoxycarbonyl)glycine (0.11 g) in DMF (10 mL) was added 1,3-Dicyclohexycarbodiimide (0.14 g) and 1-hydroxybenzotriazole hydrate (94 mg). After stirring at room temperature for 1 h, a solution of N-[2-[[(2,3-Difluorophenyl)methyl]thio]-6-methoxypyrimidin-4-yl]piperazine-1-sulfonamide, hydrochloride salt (the product of step i, 0.27 g) and N-methylmorpholine (78 μL) in DMF (5 mL) was added dropwise and stirring continued at room temperature for 24 h. The mixture was filte... The reactants are S1C=C(C=C1)C(=O)N=C=S (3-Thiophenecarbonyl isothiocyanate), S1C=C(C=C1)C(=O)Cl (3-thiophenecarbonyl chloride), COC=1C=C2C(=CC=NC2=CC1OC)OC1=CC(=C(N)C=C1)F (4-[(6,7-Dimethoxy-4-quinolyl)oxy]-2-fluoroaniline), C1(=CC=CC=C1)C (toluene). Run in C(C)O (ethanol), C(C)O (ethanol). Reaction conditions: time 2 hour. The product is S1C=C(C=C1)C(=O)N=C=S (3-Thiophenecarbonyl isothiocyanate), COC=1C=C2C(=CC=NC2=CC1OC)OC1=CC(=C(C=C1)NC(=S)NC(=O)C1=CSC=C1)F (N-{4-[(6,7-Dimethoxy-4-quinolyl)oxy]-2-fluorophenyl}-N′-(3-thienylcarbonyl)thiourea). The yield is 58.0%. RXN SMILES: S1C=CC(C(Cl)=O)=C1.[S:9]1[CH:13]=[CH:12][C:11]([C:14]([N:16]=[C:17]=[S:18])=[O:15])=[CH:10]1.[CH3:19][O:20][C:21]1[CH:22]=[C:23]2[C:28](=[CH:29][C:30]=1[O:31][CH3:32])[N:27]=[CH:26][CH:25]=[C:24]2[O:33][C:34]1[CH:40]=[CH:39][C:37]([NH2:38])=[C:36]([F:41])[CH:35]=1.C1(C)C=CC=CC=1>C(O)C>[S:9]1[CH:13]=[CH:12][C:11]([C:14]([N:16]=[C:17]=[S:18])=[O:15])=[CH:10]1.[CH3:19][O:20][C:21]1[CH:22]=[C:23]2[C:28](=[CH:29][C:30]=1[O:31][CH3:32])[N:27]=[CH:26][CH:25]=[C:24]2[O:33][C:34]1[CH:40]=[CH:39][C:37]([NH:38][C:17]([NH:16][C:14]([C:11]2[CH:12]=[CH:13][S:9][CH:10]=2)=[O:15])=[S:18])=[C:36]([F:41])[CH:35]=1. Procedure: 3-Thiophenecarbonyl isothiocyanate was prepared using commercially available 3-thiophenecarbonyl chloride (80 mg) as a starting compound according to the description of the literature. 3-Thiophenecarbonyl isothiocyanate was dissolved in ethanol (1 ml) to prepare a solution. 4-[(6,7-Dimethoxy-4-quinolyl)oxy]-2-fluoroaniline (50 mg), toluene (5 ml), and ethanol (1 ml) were added to the solution, and the mixture was stirred at room temperature for 2 hr. The reaction solution was concentrated, and t... The reactants are Cl.N(N)C=1C=CC2=C(C(=CS2)C2=CC=CC=C2)C1 (5-hydrazino-3-phenylbenzothiophene hydrochloride), O.Cl.N1CCC(CC1)=O (4-piperidone hydrochloride monohydrate). Solvent: C(C)(C)O (isopropanol). Product: C1(=CC=CC=C1)C1=CSC=2C1=C1C3=C(NC1=CC2)CCNC3 (1-Phenyl-7,8,9,10-tetrahydrothieno[3,2-e]pyrido[4,3-b]indole). Reaction SMILES: Cl.[NH:2]([C:4]1[CH:5]=[CH:6][C:7]2[S:11][CH:10]=[C:9]([C:12]3[CH:17]=[CH:16][CH:15]=[CH:14][CH:13]=3)[C:8]=2[CH:18]=1)N.O.Cl.[NH:21]1[CH2:26][CH2:25][C:24](=O)[CH2:23][CH2:22]1>C(O)(C)C>[C:12]1([C:9]2[C:8]3=[C:18]4[C:4](=[CH:5][CH:6]=[C:7]3[S:11][CH:10]=2)[NH:2][C:24]2[CH2:25][CH2:26][NH:21][CH2:22][C:23]4=2)[CH:17]=[CH:16][CH:15]=[CH:14][CH:13]=1 |f:0.1,2.3.4|. Reported procedure: 28 g of 5-hydrazino-3-phenylbenzothiophene hydrochloride are dissolved in 300 ml of isopropanol and the solution is combined with 20 g of 4-piperidone hydrochloride monohydrate under an inert gas. After boiling the mixture for 3 hours, the solvent is evaporated off, the residue is taken up in isopropanol and the product is precipitated with the addition of isopropyl ether. The precipitate is filtered off and taken up in water; a layer of methylene chloride is introduced under the solution and th...